From a dataset of the Open Reaction Database (ORD), a public repository of structured organic reaction records. describe an organic reaction: reactants, conditions, products, and yield Reactants: C(=O)([O-])[O-].[Na+].[Na+] (Na2CO3), [N+](=O)([O-])C1=CC=C(C(=O)Cl)C=C1 (p-nitrobenzoyl chloride), NC1=C(C=NC=C1)O (4-amino-3-hydroxypyridine), CC(=O)O (AcOH). Solvent: O (water), N1=CC=CC=C1 (pyridine), N1=CC=CC=C1 (pyridine). Run at time 8 hour. Yields the product OC=1C=NC=CC1NC(C1=CC=C(C=C1)[N+](=O)[O-])=O (N-(3-hydroxypyridin-4-yl)-4-nitrobenzamide). Isolated yield 38.6%. RXN SMILES: [N+:1]([C:4]1[CH:12]=[CH:11][C:7]([C:8](Cl)=[O:9])=[CH:6][CH:5]=1)([O-:3])=[O:2].[NH2:13][C:14]1[CH:19]=[CH:18][N:17]=[CH:16][C:15]=1[OH:20].C([O-])([O-])=O.[Na+].[Na+].CC(O)=O>N1C=CC=CC=1.O>[OH:20][C:15]1[CH:16]=[N:17][CH:18]=[CH:19][C:14]=1[NH:13][C:8](=[O:9])[C:7]1[CH:11]=[CH:12][C:4]([N+:1]([O-:3])=[O:2])=[CH:5][CH:6]=1 |f:2.3.4|. Reported procedure: A solution of p-nitrobenzoyl chloride (4.8 g, 25.7 mmol) in pyridine (50 mL) was added to a solution of 4-amino-3-hydroxypyridine (2.5 g, 22.7 mmol) in pyridine (88 mL) at 10° C. and stirred at room temperature overnight. To the reaction mixture was added Na2CO3 (1.1 g, 10.4 mmol) in water (10 mL) and stirred for 1 hrs. 10% AcOH was added to neutralize the solution. The precipitate was collected by filtration, washed with 10% AcOH and dried to give N-(3-hydroxypyridin-4-yl)-4-nitrobenzamide as a... Reactants: CC(C)(C)OC(=O)N1CCC(COc2ccc(-c3ccc(S(C)(=O)=O)cn3)cc2)CC1, CCN(C(C)C)C(C)C, CC(C)OC(=O)Cl, ClCCl, O=C(O)C(F)(F)F. The product is CC(C)OC(=O)N1CCC(COc2ccc(-c3ccc(S(C)(=O)=O)cn3)cc2)CC1. Reaction SMILES: [CH3:1][S:2](=[O:3])(=[O:4])[c:5]1[cH:6][cH:7][c:8](-[c:11]2[cH:12][cH:13][c:14]([O:17][CH2:18][CH:19]3[CH2:20][CH2:21][N:22]([C:25](=[O:26])[O:27][C:28]([CH3:29])([CH3:30])[CH3:31])[CH2:23][CH2:24]3)[cH:15][cH:16]2)[n:9][cH:10]1.[CH:39]([N:40]([CH:41]([CH3:42])[CH3:43])[CH2:44][CH3:45])([CH3:46])[CH3:47].[Cl:48][C:49]([O:50][CH:51]([CH3:52])[CH3:53])=[O:54].[Cl:55][CH2:56][Cl:57].[F:32][C:33]([F:34])([F:35])[C:36]([OH:37])=[O:38]>>[CH3:1][S:2](=[O:3])(=[O:4])[c:5]1[cH:6][cH:7][c:8](-[c:11]2[cH:12][cH:13][c:14]([O:17][CH2:18][CH:19]3[CH2:20][CH2:21][N:22]([C:25](=[O:26])[O:27][CH:28]([CH3:29])[CH3:30])[CH2:23][CH2:24]3)[cH:15][cH:16]2)[n:9][cH:10]1. Starting materials: ClC1=C(C=CC=C1Cl)O (2,3-dichlorophenol), COCCl (chloromethyl methyl ether), C([O-])([O-])=O.[K+].[K+] (potassium carbonate). Run in C(C)#N (acetonitrile). Yields the product COCOC1=C(C(=CC=C1)Cl)Cl (2,3-dichlorophenyl methoxymethyl ether). Isolated yield 100.5%. RXN SMILES: [Cl:1][C:2]1[C:7]([Cl:8])=[CH:6][CH:5]=[CH:4][C:3]=1[OH:9].[CH3:10][O:11][CH2:12]Cl.C(=O)([O-])[O-].[K+].[K+]>C(#N)C>[CH3:10][O:11][CH2:12][O:9][C:3]1[CH:4]=[CH:5][CH:6]=[C:7]([Cl:8])[C:2]=1[Cl:1] |f:2.3.4|. Procedure: A mixed solution of 2,3-dichlorophenol (16.3 g, 0.10 mol), chloromethyl methyl ether (9.7 g, 0.12 mol), anhydrous potassium carbonate (27.6 g, 0.20 mol), and acetonitrile (150 ml) is stirred at a temperature between 50° C. and 60° C. for 40 minutes and evaporated under reduced pressure to remove acetonitrile. The residue is dissolved in methylene chloride, washed with water, dried over anhydrous sodium sulfate, and evaporated under reduced pressure to give 20.8 g (Yield 100%) of 2,3-dichlorophen... Reactants: COC=1C=CC2=C(CCN(C(N2)=O)C2CCNCC2)C1 (7-methoxy-3-piperidin-4-yl-1,3,4,5-tetrahydro-1,3-benzodiazepin-2-one), ClC1=CC(=NC=N1)N(C(C)=O)C1=CC2=C(N(C(O2)=O)C)C(=C1)C (N-(6-chloro-pyrimidin-4-yl)-N-(3,4-dimethyl-2-oxo-2,3-dihydro-benzoxazol-6-yl)-acetamide), C([O-])([O-])=O.[K+].[K+] (potassium carbonate). Solvent: CN1CCCC1=O (NMP). Reaction conditions: temperature 80 celsius. The product is CN1C(OC2=C1C(=CC(=C2)N(C(C)=O)C2=NC=NC(=C2)N2CCC(CC2)N2C(NC1=C(CC2)C=C(C=C1)OC)=O)C)=O (N-(3,4-dimethyl-2-oxo-2,3-dihydro-benzoxazol-6-yl)-N-{6-[4-(7-methoxy-2-oxo-1,2,4,5-tetrahydro-benzo[d][1,3]diazepin-3-yl)-piperidin-1-yl]-pyrimidin-4-yl}-acetamide). As a reaction SMILES: [CH3:1][O:2][C:3]1[CH:4]=[CH:5][C:6]2[NH:12][C:11](=[O:13])[N:10]([CH:14]3[CH2:19][CH2:18][NH:17][CH2:16][CH2:15]3)[CH2:9][CH2:8][C:7]=2[CH:20]=1.Cl[C:22]1[N:27]=[CH:26][N:25]=[C:24]([N:28]([C:32]2[CH:42]=[C:41]([CH3:43])[C:35]3[N:36]([CH3:40])[C:37](=[O:39])[O:38][C:34]=3[CH:33]=2)[C:29](=[O:31])[CH3:30])[CH:23]=1.C(=O)([O-])[O-].[K+].[K+]>CN1C(=O)CCC1>[CH3:40][N:36]1[C:35]2[C:41]([CH3:43])=[CH:42][C:32]([N:28]([C:24]3[CH:23]=[C:22]([N:17]4[CH2:18][CH2:19][CH:14]([N:10]5[CH2:9][CH2:8][C:7]6[CH:20]=[C:3]([O:2][CH3:1])[CH:4]=[CH:5][C:6]=6[NH:12][C:11]5=[O:13])[CH2:15][CH2:16]4)[N:27]=[CH:26][N:25]=3)[C:29](=[O:31])[CH3:30])=[CH:33][C:34]=2[O:38][C:37]1=[O:39] |f:2.3.4|. Reported procedure: 59 mg (0.21 mmol) 7-methoxy-3-piperidin-4-yl-1,3,4,5-tetrahydro-1,3-benzodiazepin-2-one, 65 mg (0.19 mmol) N-(6-chloro-pyrimidin-4-yl)-N-(3,4-dimethyl-2-oxo-2,3-dihydro-benzoxazol-6-yl)-acetamide and 81 mg (0.59 mmol) potassium carbonate in 1.5 mL NMP were combined and stirred at 80° C. The reaction mixture was purified by preparative HPLC. The product-containing fractions were combined and evaporated down. The solid obtained was washed with diethyl ether and dried. The reactants are COC(C1=CC(=C(C=C1)N1N=CN=C1)C1=NC2=C(N1C(C)(C)C)C=CC(=C2)Br)=O (3-(5-bromo-1-tert-butyl-1H-benzoimidazol-2-yl)-4-[1,2,4]triazol-1-yl-benzoic acid methyl ester), [H-].[Al+3].[Li+].[H-].[H-].[H-] (Lithium aluminium hydride). Run in C1CCOC1 (THF). Run at time 1 hour. Yields the product BrC1=CC2=C(N(C(=N2)C=2C=C(C=CC2N2N=CN=C2)CO)C(C)(C)C)C=C1 ([3-(5-bromo-1-tert-butyl-1H-benzoimidazol-2-yl)-4-[1,2,4]triazol-1-yl-phenyl]-methanol). Isolated yield 50.1%. RXN SMILES: C[O:2][C:3](=O)[C:4]1[CH:9]=[CH:8][C:7]([N:10]2[CH:14]=[N:13][CH:12]=[N:11]2)=[C:6]([C:15]2[N:19]([C:20]([CH3:23])([CH3:22])[CH3:21])[C:18]3[CH:24]=[CH:25][C:26]([Br:28])=[CH:27][C:17]=3[N:16]=2)[CH:5]=1.[H-].[Al+3].[Li+].[H-].[H-].[H-]>C1COCC1>[Br:28][C:26]1[CH:25]=[CH:24][C:18]2[N:19]([C:20]([CH3:21])([CH3:23])[CH3:22])[C:15]([C:6]3[CH:5]=[C:4]([CH2:3][OH:2])[CH:9]=[CH:8][C:7]=3[N:10]3[CH:14]=[N:13][CH:12]=[N:11]3)=[N:16][C:17]=2[CH:27]=1 |f:1.2.3.4.5.6|. Procedure: To a solution of 3-(5-bromo-1-tert-butyl-1H-benzoimidazol-2-yl)-4-[1,2,4]triazol-1-yl-benzoic acid methyl ester (100 mg, 0.22 mmol) in dry THF (2 mL) is added Lithium aluminium hydride (LiAlH) (17 mg, 0.45 mmol). The reaction mixture is stirred at room temperature for 1 hour. The reaction mixture is quenched with saturated NaHCO3 (10 mL), extracted with EtOAc (3×10 mL). The organic layer is separated, washed with brine (10 mL), dried under anhydrous Na2SO4 (500 mg), and is filtered and concentra... Reactants: O=C1NC2(CCN(Cc3ccccc3)CC2)CO1, CO. Yields the product O=C1NC2(CCNCC2)CO1. Reaction SMILES: [CH2:1]([c:2]1[cH:3][cH:4][cH:5][cH:6][cH:7]1)[N:8]1[CH2:9][CH2:10][C:11]2([CH2:12][O:13][C:14](=[O:16])[NH:15]2)[CH2:17][CH2:18]1.[CH3:19][OH:20]>>[NH:8]1[CH2:9][CH2:10][C:11]2([CH2:12][O:13][C:14](=[O:16])[NH:15]2)[CH2:17][CH2:18]1. Reactants: BrCCCC(CC)=O (1-bromo-4-hexanone), ethylene ketal, BrCCCCC(C)=O (1-bromo-5-hexanone). Reported procedure: By repeating the above process using the ethylene ketal of each of 1-bromo-5-hexanone and 1-bromo-4-hexanone, there is obtained 7-methyl-6-nonen-2-one and 7-methyl-6-nonen-3-one. RXN SMILES: Br[CH2:2][CH2:3][CH2:4][CH2:5][C:6](=[O:8])[CH3:7].Br[CH2:10][CH2:11][CH2:12][C:13](=[O:16])[CH2:14][CH3:15]>>[CH3:10][C:11]([CH2:12][CH3:13])=[CH:2][CH2:3][CH2:4][CH2:5][C:6](=[O:8])[CH3:7].[CH3:2][C:3]([CH2:4][CH3:5])=[CH:10][CH2:11][CH2:12][C:13](=[O:16])[CH2:14][CH3:15]. The product is CC(=CCCCC(C)=O)CC (7-methyl-6-nonen-2-one), CC(=CCCC(CC)=O)CC (7-methyl-6-nonen-3-one). Starting materials: Cc1ccc(S(=O)(=O)N2C(CCCCCl)CCC2c2ccc(F)cc2)cc1, c1nnn[nH]1. Product: Cc1ccc(S(=O)(=O)N2C(CCCCn3ncnn3)CCC2c2ccc(F)cc2)cc1. RXN SMILES: [Cl:1][CH2:2][CH2:3][CH2:4][CH2:5][CH:6]1[N:7]([S:18](=[O:19])(=[O:20])[c:21]2[cH:22][cH:23][c:24]([CH3:27])[cH:25][cH:26]2)[CH:8]([c:11]2[cH:12][cH:13][c:14]([F:17])[cH:15][cH:16]2)[CH2:9][CH2:10]1.[nH:28]1[n:29][n:30][n:31][cH:32]1>>[CH2:2]([CH2:3][CH2:4][CH2:5][CH:6]1[N:7]([S:18](=[O:19])(=[O:20])[c:21]2[cH:22][cH:23][c:24]([CH3:27])[cH:25][cH:26]2)[CH:8]([c:11]2[cH:12][cH:13][c:14]([F:17])[cH:15][cH:16]2)[CH2:9][CH2:10]1)[n:29]1[n:28][cH:32][n:31][n:30]1. Starting materials: C(C)(C)(C)OC(NCC1=NC=C(C2=CC(=CC(=C12)OC)OC)NC=1SC=C(N1)C)=O ([6,8-dimethoxy-4-(4-methyl-thiazol-2-ylamino)-isoquinolin-1-ylmethyl]carbamic acid tert-butyl ester), Cl (HCl). Run in C(Cl)Cl (CH2Cl2), O1CCOCC1 (dioxane). Run at time 20 hour. The product is Cl.NCC1=NC=C(C2=CC(=CC(=C12)OC)OC)NC=1SC=C(N1)C ((1-aminomethyl-6,8-dimethoxy-isoquinolin-4-yl)-(4-methyl-thiazol-2-yl)amine hydrochloride salt). The yield is 53.0%. Reaction SMILES: C(OC(=O)[NH:7][CH2:8][C:9]1[C:18]2[C:13](=[CH:14][C:15]([O:21][CH3:22])=[CH:16][C:17]=2[O:19][CH3:20])[C:12]([NH:23][C:24]2[S:25][CH:26]=[C:27]([CH3:29])[N:28]=2)=[CH:11][N:10]=1)(C)(C)C.[ClH:31]>C(Cl)Cl.O1CCOCC1>[ClH:31].[NH2:7][CH2:8][C:9]1[C:18]2[C:13](=[CH:14][C:15]([O:21][CH3:22])=[CH:16][C:17]=2[O:19][CH3:20])[C:12]([NH:23][C:24]2[S:25][CH:26]=[C:27]([CH3:29])[N:28]=2)=[CH:11][N:10]=1 |f:4.5|. Procedure: To a solution of [6,8-dimethoxy-4-(4-methyl-thiazol-2-ylamino)-isoquinolin-1-ylmethyl]carbamic acid tert-butyl ester (20 mg, 0.045 mmol) in 1 mL CH2Cl2 was added a 4.0 M HCl solution in dioxane (0.70 mL). After the reaction mixture was stirred at room temperature for 20 h, the resulting yellow solid was collected by suction filtration, and dried in vacuo to give (1-aminomethyl-6,8-dimethoxy-isoquinolin-4-yl)-(4-methyl-thiazol-2-yl)amine hydrochloride salt (9.0 mg, 53%). 1H-NMR (D2O): δ, 8.35 (s,... The reactants are 103, ethyl 6-chloroformyl hexanoate, C(CCl)Cl (ethylene chloride), CC=1C=C(C=C(C1O)C(C)(C)C)CCCCCCC(=O)O (7-(3-methyl-5-t-butyl-4-hydroxyphenyl)heptanoic acid), [Cl-].[Al+3].[Cl-].[Cl-] (aluminum chloride), Cl (hydrochloric acid), 88, CC1=C(C(=CC=C1)C(C)(C)C)O (2-methyl-6-t-butylphenol), C(CCl)Cl (ethylene chloride). Run at temperature -5 celsius, time 5 hour. The product is CC=1C=C(C(=O)CCCCCC(=O)OCC)C=C(C1O)C(C)(C)C (ethyl 6-(3-methyl-5-t-butyl-4-hydroxybenzoyl)hexanoate). Reaction SMILES: [CH3:1][C:2]1[CH:3]=[C:4]([CH2:13][CH2:14][CH2:15][CH2:16][CH2:17][CH2:18][C:19]([OH:21])=[O:20])[CH:5]=[C:6]([C:9]([CH3:12])([CH3:11])[CH3:10])[C:7]=1[OH:8].[Cl-].[Al+3].[Cl-].[Cl-].CC1C=CC=C(C(C)(C)C)C=1[OH:37].Cl.[CH2:39](Cl)[CH2:40]Cl>>[CH3:1][C:2]1[CH:3]=[C:4]([CH:5]=[C:6]([C:9]([CH3:12])([CH3:10])[CH3:11])[C:7]=1[OH:8])[C:13]([CH2:14][CH2:15][CH2:16][CH2:17][CH2:18][C:19]([O:21][CH2:39][CH3:40])=[O:20])=[O:37] |f:1.2.3.4|. Procedure details: 7-(3-methyl-5-t-butyl-4-hydroxyphenyl)heptanoic acid.--To a cooled (-5° C.) solution of 103 parts of ethyl 6-chloroformyl hexanoate in 100 parts by volume of ethylene chloride is rapidly added with stirring 133 parts of granular anhydrous aluminum chloride. To this mixture is next added a solution of 88 parts of 2-methyl-6-t-butylphenol in 500 parts by volume of ethylene chloride. The reaction mixture is stirred at -5° C. for 5 hours and then allowed to slowly attain room temperature overnight. ...